This data is from the Open Reaction Database (ORD), a public repository of structured organic reaction records. The task is: describe an organic reaction: reactants, conditions, products, and yield Reactants: C(C)(=O)N1CC2=C(CC1)C(=C(S2)C)CCBr (6-acetyl-3-(2-bromoethyl)-4,5,6,7-tetrahydro-2-methylthieno[2,3-c]pyridine), Cl.FC1=CC=C2C(=NN(C2=C1)C1=CC=C(C=C1)F)C1CCNCC1 (4-(6-fluoro-1-(4-fluorophenyl)-1H-indazol-3-yl)piperidine hydrochloride), C([O-])([O-])=O.[K+].[K+] (potassium carbonate), [I-].[K+] (potassium iodide). Solvent: CN(C=O)C (dimethylformamide), C1(=CC=CC=C1)C (toluene). Reaction conditions: temperature 85 celsius, time 8 hour. The product is C(C)(=O)N1CC2=C(CC1)C(=C(S2)C)CCN2CCC(CC2)C2=NN(C1=CC(=CC=C21)F)C2=CC=C(C=C2)F (6-acetyl-3-(2-(4-(6-fluoro-1-(4-fluorophenyl)-1H-indazol-3-yl)piperidin-1-yl)ethyl)-4,5,6,7-tetrahydro-2-methylthieno[2,3-c]pyridine). Isolated yield 60.9%. RXN SMILES: [C:1]([N:4]1[CH2:9][CH2:8][C:7]2[C:10]([CH2:14][CH2:15]Br)=[C:11]([CH3:13])[S:12][C:6]=2[CH2:5]1)(=[O:3])[CH3:2].Cl.[F:18][C:19]1[CH:27]=[C:26]2[C:22]([C:23]([CH:35]3[CH2:40][CH2:39][NH:38][CH2:37][CH2:36]3)=[N:24][N:25]2[C:28]2[CH:33]=[CH:32][C:31]([F:34])=[CH:30][CH:29]=2)=[CH:21][CH:20]=1.C(=O)([O-])[O-].[K+].[K+].[I-].[K+]>CN(C)C=O.C1(C)C=CC=CC=1>[C:1]([N:4]1[CH2:9][CH2:8][C:7]2[C:10]([CH2:14][CH2:15][N:38]3[CH2:37][CH2:36][CH:35]([C:23]4[C:22]5[C:26](=[CH:27][C:19]([F:18])=[CH:20][CH:21]=5)[N:25]([C:28]5[CH:29]=[CH:30][C:31]([F:34])=[CH:32][CH:33]=5)[N:24]=4)[CH2:40][CH2:39]3)=[C:11]([CH3:13])[S:12][C:6]=2[CH2:5]1)(=[O:3])[CH3:2] |f:1.2,3.4.5,6.7|. Reported procedure: A mixture of 334 mg of 6-acetyl-3-(2-bromoethyl)-4,5,6,7-tetrahydro-2-methylthieno[2,3-c]pyridine, 420 mg of 4-(6-fluoro-1-(4-fluorophenyl)-1H-indazol-3-yl)piperidine hydrochloride, 500 mg of potassium carbonate and 216 mg of potassium iodide in 10 ml of dimethylformamide and 10 ml of toluene was stirred at 85° C. for 8 hours and concentrated in vacuo. To the residue were added ethyl acetate and water, and separated. The ethyl acetate layer was washed with water, dried over magnesium sulfate and... Starting materials: CC(C)(C)OC(=O)NCC1CCN(c2cccc3ccc(C=O)nc23)CC1, ClCCl, NNc1cc(I)ccn1. Product: CC(C)(C)OC(=O)NCC1CCN(c2cccc3ccc(C=NNc4cc(I)ccn4)nc23)CC1. RXN SMILES: [CH:1](=[O:2])[c:3]1[n:4][c:5]2[c:6]([N:13]3[CH2:14][CH2:15][CH:16]([CH2:19][NH:20][C:21]([O:22][C:23]([CH3:24])([CH3:25])[CH3:26])=[O:27])[CH2:17][CH2:18]3)[cH:7][cH:8][cH:9][c:10]2[cH:11][cH:12]1.[Cl:37][CH2:38][Cl:39].[I:28][c:29]1[cH:30][c:31]([NH:35][NH2:36])[n:32][cH:33][cH:34]1>>[CH:1]([c:3]1[n:4][c:5]2[c:6]([N:13]3[CH2:14][CH2:15][CH:16]([CH2:19][NH:20][C:21]([O:22][C:23]([CH3:24])([CH3:25])[CH3:26])=[O:27])[CH2:17][CH2:18]3)[cH:7][cH:8][cH:9][c:10]2[cH:11][cH:12]1)=[N:36][NH:35][c:31]1[cH:30][c:29]([I:28])[cH:34][cH:33][n:32]1. Reactants: BrCC1=CC=C(C=C1)C1=NOC(=C1)C(=O)N (3-(4-bromomethyl-phenyl)-isoxazole-5-carboxylic acid amide), BrCC1=CC=C(C=C1)C1=NOC(=C1)C(=O)N (3-(4-bromomethyl-phenyl)-isoxazole-5-carboxylic acid amide), FC(OC1=C(C=CC=C1)O)(F)F (2-trifluoromethoxyphenol), C(=O)([O-])[O-].[K+].[K+] (K2CO3). Run in CC#N (CH3CN). Conditions: temperature 90 celsius. Yields the product FC(OC1=C(OCC2=CC=C(C=C2)C2=NOC(=C2)C(=O)N)C=CC=C1)(F)F (3-[4-(2-trifluoromethoxy-phenoxymethyl)-phenyl]-isoxazole-5-carboxylic acid amide). Yield: 74.1%. Reaction SMILES: Br[CH2:2][C:3]1[CH:8]=[CH:7][C:6]([C:9]2[CH:13]=[C:12]([C:14]([NH2:16])=[O:15])[O:11][N:10]=2)=[CH:5][CH:4]=1.[F:17][C:18]([F:28])([F:27])[O:19][C:20]1[CH:25]=[CH:24][CH:23]=[CH:22][C:21]=1[OH:26].C([O-])([O-])=O.[K+].[K+]>CC#N>[F:17][C:18]([F:27])([F:28])[O:19][C:20]1[CH:25]=[CH:24][CH:23]=[CH:22][C:21]=1[O:26][CH2:2][C:3]1[CH:8]=[CH:7][C:6]([C:9]2[CH:13]=[C:12]([C:14]([NH2:16])=[O:15])[O:11][N:10]=2)=[CH:5][CH:4]=1 |f:2.3.4|. Procedure: To a mixture of 3-(4-bromomethyl-phenyl)-isoxazole-5-carboxylic acid amide (which may be prepared as described in Preparation of Intermediate 14; 30 mg, 0.107 mmol) in CH3CN (2 mL) were added 2-trifluoromethoxyphenol (25 μL, 0.187 mmol) and K2CO3 (30 mg, 0.22 mmol). The mixture was heated at 90° C. for 16 h and then evaporated to dryness. The residue was purified by chromatography (66-75% EtOAc/hexanes) to give 3-[4-(2-trifluoromethoxy-phenoxymethyl)-phenyl]-isoxazole-5-carboxylic acid amide (30... Reactants: ClC=1C=NC=C(C1C)Cl (3,5-dichloro-4-methylpyridine), COC(=O)C1=CC=C(C=2OCC3(COC(OC3)(C)C)COC21)OC (9-Methoxy-2′,2′-dimethyl-spiro[2H-1,5-benzodioxepin-3(4H),5′-[1,3]dioxane]-6-carboxylic acid methyl ester), [Li+].C[Si](C)(C)[N-][Si](C)(C)C (LiHMDS). The solvent is C1CCOC1 (THF). Product: ClC=1C=NC=C(C1CC(=O)C1=CC=C(C=2OCC3(COC(OC3)(C)C)COC21)OC)Cl (2-(3,5-Dichloropyridin-4-yl)-1-{9-methoxy-2′,2′-dimethyl-spiro[2H-1,5-benzodioxepin-3(4H),5′-[1,3]dioxane]-6-yl}ethanone). As a reaction SMILES: [Cl:1][C:2]1[CH:3]=[N:4][CH:5]=[C:6]([Cl:9])[C:7]=1[CH3:8].C[O:11][C:12]([C:14]1[C:31]2[O:30][CH2:29][C:21]3([CH2:26][O:25][C:24]([CH3:28])([CH3:27])[O:23][CH2:22]3)[CH2:20][O:19][C:18]=2[C:17]([O:32][CH3:33])=[CH:16][CH:15]=1)=O.[Li+].C[Si]([N-][Si](C)(C)C)(C)C>C1COCC1>[Cl:1][C:2]1[CH:3]=[N:4][CH:5]=[C:6]([Cl:9])[C:7]=1[CH2:8][C:12]([C:14]1[C:31]2[O:30][CH2:29][C:21]3([CH2:26][O:25][C:24]([CH3:28])([CH3:27])[O:23][CH2:22]3)[CH2:20][O:19][C:18]=2[C:17]([O:32][CH3:33])=[CH:16][CH:15]=1)=[O:11] |f:2.3|. Procedure: Following the general procedure, condensation of 3,5-dichloro-4-methylpyridine (93 mg, 0.58 mmol) with compound 522 (150 mg, 0.44 mmol) in THF (2 mL) in the presence of LiHMDS (1.3 mL, 1.3 mmol) afforded compound 129 as a white solid material after purification by column chromatography (55-60% EtOAc in light petroleum). LC-MS: RT=3.95 min.; m/z 468.19, 470.23 (M+H)+, 466.36, 468.33 (M−H)−. 1H NMR (DMSO-d6): δ 8.65 (2H, s), 7.42 (1H, d, J 8.8), 6.89 (1H, d, J 9.1), 4.63 (2H, s), 4.33 (2H, s), 4.0... Starting materials: C(C)C1=CC2=C(N(C(NC2=O)=O)CC2=CC=C(C=C2)C=2C(=CC=CC2)C#N)S1 (4′-[(6-ethyl-2,4-dioxo-3,4-dihydrothieno[2,3-d]pyrimidin-1(2H)-yl)methyl]biphenyl-2-carbonitrile), C1(CCCCC1)C1OC1 (2-cyclohexyloxirane), C([O-])([O-])=O.[K+].[K+] (potassium carbonate), C[N+]1(CCOCC1)[O-] (4-methylmorpholine-N-oxide), 4A. Reagents/catalysts: [Ru](=O)(=O)(=O)[O-].C(CC)[N+](CCC)(CCC)CCC (tetrapropylammonium perruthenate). The solvent is CN(C=O)C (N,N-dimethylformamide), O (water), C(C)(=O)OCC (ethyl acetate), C(Cl)Cl (methylene chloride). Run at temperature 80 celsius, time 20 hour. The product is C1(CCCCC1)C(CN1C(N(C2=C(C1=O)C=C(S2)CC)CC2=CC=C(C=C2)C=2C(=CC=CC2)C#N)=O)=O (4′-{[3-(2-cyclohexyl-2-oxoethyl)-6-ethyl-2,4-dioxo-3,4-dihydrothieno[2,3-d]pyrimidin-1(2H)-yl]methyl}biphenyl-2-carbonitrile). Isolated yield 51.5%. Reaction SMILES: [CH2:1]([C:3]1[S:28][C:6]2[N:7]([CH2:13][C:14]3[CH:19]=[CH:18][C:17]([C:20]4[C:21]([C:26]#[N:27])=[CH:22][CH:23]=[CH:24][CH:25]=4)=[CH:16][CH:15]=3)[C:8](=[O:12])[NH:9][C:10](=[O:11])[C:5]=2[CH:4]=1)[CH3:2].[CH:29]1([CH:35]2[CH2:37][O:36]2)[CH2:34][CH2:33][CH2:32][CH2:31][CH2:30]1.C(=O)([O-])[O-].[K+].[K+].C[N+]1([O-])CCOCC1>C(Cl)Cl.[Ru]([O-])(=O)(=O)=O.C([N+](CCC)(CCC)CCC)CC.O.C(OCC)(=O)C.CN(C)C=O>[CH:29]1([C:35](=[O:36])[CH2:37][N:9]2[C:10](=[O:11])[C:5]3[CH:4]=[C:3]([CH2:1][CH3:2])[S:28][C:6]=3[N:7]([CH2:13][C:14]3[CH:19]=[CH:18][C:17]([C:20]4[C:21]([C:26]#[N:27])=[CH:22][CH:23]=[CH:24][CH:25]=4)=[CH:16][CH:15]=3)[C:8]2=[O:12])[CH2:34][CH2:33][CH2:32][CH2:31][CH2:30]1 |f:2.3.4,7.8|. Procedure: A mixture of 4′-[(6-ethyl-2,4-dioxo-3,4-dihydrothieno[2,3-d]pyrimidin-1(2H)-yl)methyl]biphenyl-2-carbonitrile (1 g), 2-cyclohexyloxirane (0.98 g), potassium carbonate (0.71 g) and N,N-dimethylformamide (13 mL) was stirred at 80° C. for 20 hr. After allowing to cool to room temperature, ethyl acetate and water were added to the reaction mixture, and the mixture was extracted with ethyl acetate. The organic layer was successively washed with water and saturated brine, and dried over anhydrous magn... The reactants are CCO, COc1ccc(NC(=S)SC)nc1, CCCCCC, CC(C)(C)OC(=O)NCCCN. The product is COc1ccc(NC(=S)NCCCNC(=O)OC(C)(C)C)nc1. As a reaction SMILES: [CH2:26]([OH:27])[CH3:28].[CH3:1][O:2][c:3]1[cH:4][cH:5][c:6]([NH:9][C:10]([S:11][CH3:12])=[S:13])[n:7][cH:8]1.[CH3:29][CH2:30][CH2:31][CH2:32][CH2:33][CH3:34].[NH2:14][CH2:15][CH2:16][CH2:17][NH:18][C:19]([O:20][C:21]([CH3:22])([CH3:23])[CH3:24])=[O:25]>>[CH3:1][O:2][c:3]1[cH:4][cH:5][c:6]([NH:9][C:10](=[S:13])[NH:14][CH2:15][CH2:16][CH2:17][NH:18][C:19]([O:20][C:21]([CH3:22])([CH3:23])[CH3:24])=[O:25])[n:7][cH:8]1. Reactants: C=1C=CN2C1CN(C1=C(C2)C=CC=C1)C(=O)C1=CC=C(C=C1)NC(=O)C=1C(=NC=CC1)Cl (N-[4-(5H-pyrrolo[2,1-c][1,4]benzodiazepin-10(11H)ylcarbonyl)phenyl]-2-chloropyridine-3-carboxamide), CN1CCNCC1 (N-methylpiperazine). The product is C=1C=CN2C1CN(C1=C(C2)C=CC=C1)C(=O)C1=CC=C(C=C1)NC(=O)C=1C=CC(=NC1)N1CCN(CC1)C (N-[4-(5H-pyrrolo[2,1-c][1,4]benzodiazepin-10(11H)ylcarbonyl)phenyl]-2-(4-methyl-1-piperazinyl)-pyridine-5-carboxamide). As a reaction SMILES: [CH:1]1[CH:2]=[CH:3][N:4]2[CH2:10][C:9]3[CH:11]=[CH:12][CH:13]=[CH:14][C:8]=3[N:7]([C:15]([C:17]3[CH:22]=[CH:21][C:20]([NH:23][C:24]([C:26]4[C:27](Cl)=[N:28][CH:29]=[CH:30][CH:31]=4)=[O:25])=[CH:19][CH:18]=3)=[O:16])[CH2:6][C:5]=12.[CH3:33][N:34]1[CH2:39][CH2:38][NH:37][CH2:36][CH2:35]1>>[CH:1]1[CH:2]=[CH:3][N:4]2[CH2:10][C:9]3[CH:11]=[CH:12][CH:13]=[CH:14][C:8]=3[N:7]([C:15]([C:17]3[CH:22]=[CH:21][C:20]([NH:23][C:24]([C:26]4[CH:31]=[CH:30][C:29]([N:37]5[CH2:38][CH2:39][N:34]([CH3:33])[CH2:35][CH2:36]5)=[N:28][CH:27]=4)=[O:25])=[CH:19][CH:18]=3)=[O:16])[CH2:6][C:5]=12. Procedure details: using the conditions of Example 334 and 1 g of N-[4-(5H-pyrrolo[2,1-c][1,4]benzodiazepin-10(11H)ylcarbonyl)phenyl]-2-chloropyridine-3-carboxamide and 5 ml of N-methylpiperazine gives 1 g of the desired product :M+ =500.